From a dataset of the Open Reaction Database (ORD), a public repository of structured organic reaction records. describe an organic reaction: reactants, conditions, products, and yield The reactants are BrCC(=O)OC (methyl bromoacetate), CC(C)([O-])C.[K+] (potassium t-butoxide), CC(C)([O-])C.[K+] (potassium t-butoxide), C(#N)CC1=C(C(=O)OC)C=CC=C1 (methyl 2-cyanomethylbenzoate), ClC1=C(C=CC=C1)N=C=S (2-chlorophenyl isothiocyanate). Run in O (water), O1CCCC1 (tetrahydrofuran). Yields the product NC1=C(SC=2N(C(C=3C=CC=CC3C21)=O)C2=C(C=CC=C2)Cl)C(=O)OC (Methyl 1-amino-4-(2-chlorophenyl)-4,5-dihydro-5-oxo-thieno[2,3-c]isoquinoline-2-carboxylate). Yield: 78.3%. RXN SMILES: CC(C)([O-])C.[K+].[C:7]([CH2:9][C:10]1[CH:19]=[CH:18][CH:17]=[CH:16][C:11]=1[C:12]([O:14]C)=O)#[N:8].[Cl:20][C:21]1[CH:26]=[CH:25][CH:24]=[CH:23][C:22]=1[N:27]=[C:28]=[S:29].Br[CH2:31][C:32]([O:34][CH3:35])=[O:33]>O1CCCC1.O>[NH2:8][C:7]1[C:9]2[C:10]3[CH:19]=[CH:18][CH:17]=[CH:16][C:11]=3[C:12](=[O:14])[N:27]([C:22]3[CH:23]=[CH:24][CH:25]=[CH:26][C:21]=3[Cl:20])[C:28]=2[S:29][C:31]=1[C:32]([O:34][CH3:35])=[O:33] |f:0.1|. Procedure: To a solution of 1.85 g of potassium t-butoxide in 32.3 ml of a dry tetrahydrofuran was added 2.83 g of methyl 2-cyanomethylbenzoate with stirring under an ice-cooling in a stream of nitrogen, and then to the mixture was added 3.02 g of 2-chlorophenyl isothiocyanate for 10 minutes. The mixture was stirred under an ice-cooling for 10 minutes. To the reaction mixture was added 2.72 g of methyl bromoacetate for 10 minutes, and the mixture was stirred for 80 minutes at room temperature. The reaction... Reactants: [OH-].[K+] (potassium hydroxide), [OH-].[Na+] (sodium hydroxide), ClC(CCC(=CCO)C)C(=CC(S(=O)(=O)C1=CC=CC=C1)C1=C(CCCC1(C)C)C)C (6-chloro-1-hydroxy-3,7-dimethyl-9-(2,6,6-trimethyl-1-cyclohexen-1-yl)-9-phenylsulfonyl-2,7-nonadiene), C(C)(=O)OC(C)=O (acetic anhydride), C([O-])([O-])=O.[Na+].[Na+] (sodium carbonate). Reagents/catalysts: [Cl-].C(C)[N+](CC)(CC)CC (tetraethylammonium chloride). The solvent is C1(=CC=CC=C1)C (toluene). Reaction conditions: time 3 hour. Product: CC1=C(C(CCC1)(C)C)/C=C/C(=C/C=C/C(=C/COC(=O)C)/C)/C (vitamin A acetate). Reaction SMILES: Cl[CH:2]([C:10]([CH3:31])=[CH:11][CH:12]([C:22]1[C:27]([CH3:29])([CH3:28])[CH2:26][CH2:25][CH2:24][C:23]=1[CH3:30])S(C1C=CC=CC=1)(=O)=O)[CH2:3][CH2:4][C:5]([CH3:9])=[CH:6][CH2:7][OH:8].[OH-].[K+].[C:34](OC(=O)C)(=[O:36])[CH3:35].C(=O)([O-])[O-].[Na+].[Na+].[OH-].[Na+]>[Cl-].C([N+](CC)(CC)CC)C.C1(C)C=CC=CC=1>[CH3:30][C:23]1[CH2:24][CH2:25][CH2:26][C:27]([CH3:28])([CH3:29])[C:22]=1/[CH:12]=[CH:11]/[C:10](/[CH3:31])=[CH:2]/[CH:3]=[CH:4]/[C:5](/[CH3:9])=[CH:6]/[CH2:7][O:8][C:34]([CH3:35])=[O:36] |f:1.2,4.5.6,7.8,9.10|. Procedure: A 200 ml flask purged with nitrogen was charged with 9.29 g (20 mmols) of 6-chloro-1-hydroxy-3,7-dimethyl-9-(2,6,6-trimethyl-1-cyclohexen-1-yl)-9-phenylsulfonyl-2,7-nonadiene and 40 ml of toluene, followed by agitation for a while, further addition of 5.89 g (100 mmols) of powdery potassium hydroxide (purity of 95%) and 66.3 mg (0.4 mmols) of tetraethylammonium chloride and further agitation at 10° C. for 12 hours. 50 ml of a 5% saline solution was added to the reaction solution for phase separa...